From a dataset of the Open Reaction Database (ORD), a public repository of structured organic reaction records. describe an organic reaction: reactants, conditions, products, and yield The reactants are CN(C)C=O, CCOC(C)=O, Cc1cc(CO)nc2c1[nH]c(=O)n2-c1cc(S(=O)(=O)N2CCCCc3ccccc32)ccc1Cl. Yields the product Cc1cc(C=O)nc2c1[nH]c(=O)n2-c1cc(S(=O)(=O)N2CCCCc3ccccc32)ccc1Cl. RXN SMILES: [CH3:35][N:36]([CH3:37])[CH:38]=[O:39].[CH3:40][CH2:41][O:42][C:43](=[O:44])[CH3:45].[Cl:1][c:2]1[c:3](-[n:22]2[c:23](=[O:34])[nH:24][c:25]3[c:26]2[n:27][c:28]([CH2:32][OH:33])[cH:29][c:30]3[CH3:31])[cH:4][c:5]([S:8](=[O:9])(=[O:10])[N:11]2[CH2:12][CH2:13][CH2:14][CH2:15][c:16]3[c:17]2[cH:18][cH:19][cH:20][cH:21]3)[cH:6][cH:7]1>>[Cl:1][c:2]1[c:3](-[n:22]2[c:23](=[O:34])[nH:24][c:25]3[c:26]2[n:27][c:28]([CH:32]=[O:33])[cH:29][c:30]3[CH3:31])[cH:4][c:5]([S:8](=[O:9])(=[O:10])[N:11]2[CH2:12][CH2:13][CH2:14][CH2:15][c:16]3[c:17]2[cH:18][cH:19][cH:20][cH:21]3)[cH:6][cH:7]1. Starting materials: CC1=NC=2N(C(=C1)S)N=CC2 (5-methylpyrazolo[1,5-a]pyrimidine-7-thiol), CC(=O)OCC1=C(N2[C@@H]([C@@H](C2=O)N)SC1)C(=O)O ((7R)-7-aminocephalosporanic acid), solution, B(F)(F)F (boron trifluoride). The solvent is C(C)#N (acetonitrile). Product: N[C@H]1[C@H]2SCC(=C(N2C1=O)C(=O)O)CSC1=CC(=NC=2N1N=CC2)C ((6R,7R)-7-amino-3-[[(5-methylpyrazolo[1,5-a]pyrimidin-7-yl)thio]methyl]-8-oxo-5-thia-1-azabicyclo[4.2.0]oct-2-ene-2-carboxylic acid). Reaction SMILES: [CH3:1][C:2]1[CH:7]=[C:6]([SH:8])[N:5]2[N:9]=[CH:10][CH:11]=[C:4]2[N:3]=1.CC(O[CH2:16][C:17]1[CH2:26][S:25][C@@H:20]2[C@H:21]([NH2:24])[C:22](=[O:23])[N:19]2[C:18]=1[C:27]([OH:29])=[O:28])=O.B(F)(F)F>C(#N)C>[NH2:24][C@@H:21]1[C:22](=[O:23])[N:19]2[C@@H:20]1[S:25][CH2:26][C:17]([CH2:16][S:8][C:6]1[N:5]3[N:9]=[CH:10][CH:11]=[C:4]3[N:3]=[C:2]([CH3:1])[CH:7]=1)=[C:18]2[C:27]([OH:29])=[O:28]. Procedure details: 1.1 g of 5-methylpyrazolo[1,5-a]pyrimidine-7-thiol and 1.80 g of (7R)-7-aminocephalosporanic acid were stirred for 1 hour in 18 ml of a 20 percent solution of boron trifluoride in acetonitrile. The reaction mixture was concentrated, the residue was taken up in 15 ml of water, and the pH was adjusted to 2.5 with 2N sodium hydroxide solution. The precipitated product was filtered off under suction and dried. There was obtained (6R,7R)-7-amino-3-[[(5-methylpyrazolo[1,5-a]pyrimidin-7-yl)thio]methyl]... Starting materials: NC1=C(C(=O)O)C=CC=C1I (2-amino-3-iodobenzoic acid), CN=C=S (methyl isothiocyanate), TEA. Solvent: CCO (EtOH). Run at temperature 100 celsius. Product: IC=1C=CC=C2C(N(C(NC12)=S)C)=O (8-iodo-3-methyl-2-thioxo-2,3-dihydroquinazolin-4(1H)-one). Isolated yield 92.9%. As a reaction SMILES: [NH2:1][C:2]1[C:10]([I:11])=[CH:9][CH:8]=[CH:7][C:3]=1[C:4](O)=[O:5].[CH3:12][N:13]=[C:14]=[S:15]>CCO>[I:11][C:10]1[CH:9]=[CH:8][CH:7]=[C:3]2[C:2]=1[NH:1][C:14](=[S:15])[N:13]([CH3:12])[C:4]2=[O:5]. Procedure details: A sealable flask was charged with 2-amino-3-iodobenzoic acid (Bosche Scientific; 10 g, 38.0 mmol) and methyl isothiocyanate (5.56 g, 76 mmol) in EtOH (120 mL) followed by TEA (7.93 mL, 57.0 mmol). The flask was sealed and heated in an oil bath at 100° C. for 4 h with a blast shield. The mixture was cooled to RT and the solvent was removed in vacuo. The residue was triturated with Et2O (40 mL) and filtered, dried to give 8-iodo-3-methyl-2-thioxo-2,3-dihydroquinazolin-4(1H)-one (11.22 g, 35.3 mmol... Starting materials: C(C)(=O)O (Acetic acid), COC=1C(=CC(=C2CCCC12)CC(C(C)=O)C(C)=O)C (3-(7-Methoxy-6-methyl-indan-4-ylmethyl)-pentane-2,4-dione), N(N)CCO (2-Hydrazino-ethanol). Solvent: C(C)OCC (Diethyl ether), C(C)O (Ethanol), C(C)O (Ethanol). Conditions: temperature 70 celsius, time 3 hour. Yields the product COC=1C(=CC(=C2CCCC12)CC=1C(=NN(C1C)CCO)C)C (2-[4-(7-Methoxy-6-methyl-indan-4-ylmethyl)-3,5-dimethyl-pyrazol-1-yl]-ethanol). Yield: 61.8%. RXN SMILES: [CH3:1][O:2][C:3]1[C:4]([CH3:20])=[CH:5][C:6]([CH2:12][CH:13]([C:17](=O)[CH3:18])[C:14](=O)[CH3:15])=[C:7]2[C:11]=1[CH2:10][CH2:9][CH2:8]2.[NH:21]([CH2:23][CH2:24][OH:25])[NH2:22].C(O)(=O)C>C(O)C.C(OCC)C>[CH3:1][O:2][C:3]1[C:4]([CH3:20])=[CH:5][C:6]([CH2:12][C:13]2[C:17]([CH3:18])=[N:22][N:21]([CH2:23][CH2:24][OH:25])[C:14]=2[CH3:15])=[C:7]2[C:11]=1[CH2:10][CH2:9][CH2:8]2. Procedure details: To a stirred solution of 3-(7-Methoxy-6-methyl-indan-4-ylmethyl)-pentane-2,4-dione (1.0 gm 0.0036 mole) in Ethanol (15 ml), a solution of 2-Hydrazino-ethanol (0.33 gm, 0.0043 mole) in Ethanol (5 ml) was added at 25-30° C. and reaction mixture was heated to 70° C. for an hour. The Acetic acid (2 ml) was added. Further the reaction mixture was stirred at 70° C. for 3 hours. Ethanol was distilled under vacuum to give a residue which was partitioned between Ethyl acetate (50 ml) and water (25 ml). E... The reactants are C1(CCC1)N1CCN(CCC1)C(=O)N1CC(C1)C(=O)OC (methyl 1-[(4-cyclobutyl-1,4-diazepan-1-yl)carbonyl]azetidine-3-carboxylate), CN (methylamine). Product: C1(CCC1)N1CCN(CCC1)C(=O)N1CC(C1)C(=O)NC (1-[(4-cyclobutyl-1,4-diazepan-1-yl)carbonyl]-N-methylazetidine-3-carboxamide). Isolated yield 61.0%. As a reaction SMILES: [CH:1]1([N:5]2[CH2:11][CH2:10][CH2:9][N:8]([C:12]([N:14]3[CH2:17][CH:16]([C:18]([O:20]C)=O)[CH2:15]3)=[O:13])[CH2:7][CH2:6]2)[CH2:4][CH2:3][CH2:2]1.[CH3:22][NH2:23]>>[CH:1]1([N:5]2[CH2:11][CH2:10][CH2:9][N:8]([C:12]([N:14]3[CH2:15][CH:16]([C:18]([NH:23][CH3:22])=[O:20])[CH2:17]3)=[O:13])[CH2:7][CH2:6]2)[CH2:2][CH2:3][CH2:4]1. Reported procedure: A solution of methyl 1-[(4-cyclobutyl-1,4-diazepan-1-yl)carbonyl]azetidine-3-carboxylate (6.5 mg, 0.02 mmol) in methylamine (2M in MeOH, 1 ml) was heated to 65° C. for 2.5 h. After cooling to room temperature the solvent was removed in vacuo and the residue purified by FCC on silica to afford the title compound as colourless oil (4 mg, 61%). Starting materials: C(C1=CC=CC=C1)OC([C@@H](N)CC(C)C)=O (leucine benzyl ester), CN1CCOCC1 (N-methylmorpholine), C(C)(C)(C)OC(=O)N[C@@H](C)C(=O)O (N-tert-butoxycarbonylalanine), CN1CCOCC1 (N-methylmorpholine), ClC(=O)OCC(C)C (isobutyl chloroformate). Solvent: C(Cl)Cl.O1CCCC1 (methylene chloride tetrahydrofuran), O1CCCC1 (tetrahydrofuran). Conditions: time 12.5 minute. Product: C(C1=CC=CC=C1)OC([C@@H](NC([C@@H](NC(=O)OC(C)(C)C)C)=O)CC(C)C)=O (N-tert-butoxycarbonylalanylleucine benzyl ester). As a reaction SMILES: [C:1]([O:5][C:6]([NH:8][C@H:9]([C:11]([OH:13])=O)[CH3:10])=[O:7])([CH3:4])([CH3:3])[CH3:2].CN1CCOCC1.ClC(OCC(C)C)=O.[CH2:29]([O:36][C:37](=[O:44])[C@H:38]([CH2:40][CH:41]([CH3:43])[CH3:42])[NH2:39])[C:30]1[CH:35]=[CH:34][CH:33]=[CH:32][CH:31]=1>O1CCCC1.C(Cl)Cl.O1CCCC1>[CH2:29]([O:36][C:37](=[O:44])[C@H:38]([CH2:40][CH:41]([CH3:42])[CH3:43])[NH:39][C:11](=[O:13])[C@H:9]([CH3:10])[NH:8][C:6]([O:5][C:1]([CH3:2])([CH3:3])[CH3:4])=[O:7])[C:30]1[CH:35]=[CH:34][CH:33]=[CH:32][CH:31]=1 |f:5.6|. Reported procedure: To a solution of N-tert-butoxycarbonylalanine (0.06 mole) and N-methylmorpholine (0.06 mole) in dry tetrahydrofuran (100 ml) at -20° to -25° is added isobutyl chloroformate (0.06 mole) with stirring. After 10-15 minutes, a solution of leucine benzyl ester (0.06 mole) and N-methylmorpholine (6.8 ml) in methylene chloride-tetrahydrofuran (1:1, 100 ml) is added over a period of 1/2 hour. The mixture is allowed to warm to room temperature and stirred at room temperature overnight. The resulting mixt...